From a dataset of the Open Reaction Database (ORD), a public repository of structured organic reaction records. describe an organic reaction: reactants, conditions, products, and yield Starting materials: O=C1CCC(=O)N1Br, Nc1nc(OCC2CCCCC2)nc2c1ncn2C1CCCCO1, ClC(Cl)Cl, O. The product is Nc1nc(OCC2CCCCC2)nc2c1nc(Br)n2C1CCCCO1. RXN SMILES: [Br:25][N:26]1[C:27](=[O:28])[CH2:29][CH2:30][C:31]1=[O:32].[CH:1]1([CH2:7][O:8][c:9]2[n:10][c:11]([NH2:24])[c:12]3[n:13][cH:14][n:15]([CH:18]4[O:19][CH2:20][CH2:21][CH2:22][CH2:23]4)[c:16]3[n:17]2)[CH2:2][CH2:3][CH2:4][CH2:5][CH2:6]1.[CH:34]([Cl:35])([Cl:36])[Cl:37].[OH2:33]>>[CH:1]1([CH2:7][O:8][c:9]2[n:10][c:11]([NH2:24])[c:12]3[n:13][c:14]([Br:25])[n:15]([CH:18]4[O:19][CH2:20][CH2:21][CH2:22][CH2:23]4)[c:16]3[n:17]2)[CH2:2][CH2:3][CH2:4][CH2:5][CH2:6]1.